From a dataset of the Open Reaction Database (ORD), a public repository of structured organic reaction records. describe an organic reaction: reactants, conditions, products, and yield Starting materials: O=C(OC(Cl)(Cl)Cl)OC(Cl)(Cl)Cl, CN(C)CCN, Nc1ccc2nc(NC3CCc4ccccc43)ccc2c1. The product is CN(C)CCNC(=O)Nc1ccc2nc(NC3CCc4ccccc43)ccc2c1. Reaction SMILES: [C:1]([O:2][C:3]([Cl:4])([Cl:5])[Cl:6])([O:7][C:8]([Cl:9])([Cl:10])[Cl:11])=[O:12].[CH3:13][N:14]([CH2:15][CH2:16][NH2:17])[CH3:18].[CH:19]1([NH:28][c:29]2[n:30][c:31]3[cH:32][cH:33][c:34]([NH2:39])[cH:35][c:36]3[cH:37][cH:38]2)[CH2:20][CH2:21][c:22]2[cH:23][cH:24][cH:25][cH:26][c:27]21>>[C:1](=[O:12])([NH:17][CH2:16][CH2:15][N:14]([CH3:13])[CH3:18])[NH:39][c:34]1[cH:33][cH:32][c:31]2[n:30][c:29]([NH:28][CH:19]3[CH2:20][CH2:21][c:22]4[cH:23][cH:24][cH:25][cH:26][c:27]43)[cH:38][cH:37][c:36]2[cH:35]1.